describe an organic reaction: reactants, conditions, products, and yield From a dataset of the Open Reaction Database (ORD), a public repository of structured organic reaction records. The reactants are ClC1=CC=C(C=C1)CCC1(CN2CCC1CC2)O (3-[2-(4-chlorophenyl)ethyl)-1-azabicyclo[2.2.2]octan-3-ol), C(CCCCCC)Br (heptyl bromide). Yields the product [Br-].ClC1=CC=C(C=C1)CCC1(C[N+]2(CCC1CC2)CCCCCCC)O (3-[2-(4-Chlorophenyl)ethyl]-1-heptyl-3-hydroxy-1-azoniabicyclo[2.2.2]octane bromide). As a reaction SMILES: [Cl:1][C:2]1[CH:7]=[CH:6][C:5]([CH2:8][CH2:9][C:10]2([OH:18])[CH:15]3[CH2:16][CH2:17][N:12]([CH2:13][CH2:14]3)[CH2:11]2)=[CH:4][CH:3]=1.[CH2:19]([Br:26])[CH2:20][CH2:21][CH2:22][CH2:23][CH2:24][CH3:25]>>[Br-:26].[Cl:1][C:2]1[CH:3]=[CH:4][C:5]([CH2:8][CH2:9][C:10]2([OH:18])[CH:15]3[CH2:16][CH2:17][N+:12]([CH2:19][CH2:20][CH2:21][CH2:22][CH2:23][CH2:24][CH3:25])([CH2:13][CH2:14]3)[CH2:11]2)=[CH:6][CH:7]=1 |f:2.3|. Procedure: In a manner similar to Example II, Method B, react 3-[2-(4-chlorophenyl)ethyl)-1-azabicyclo[2.2.2]octan-3-ol with heptyl bromide to afford the title compound.